This data is from the Open Reaction Database (ORD), a public repository of structured organic reaction records. The task is: describe an organic reaction: reactants, conditions, products, and yield Starting materials: CCOCC, CCOC(=O)C(Cc1ccc(O)cc1)Oc1ccccc1, O=S(=O)(Cl)Cl. Yields the product CCOC(=O)C(Cc1ccc(O)c(Cl)c1)Oc1ccccc1. Reaction SMILES: [CH3:27][CH2:28][O:29][CH2:30][CH3:31].[OH:6][c:7]1[cH:8][cH:9][c:10]([CH2:13][CH:14]([C:15](=[O:16])[O:17][CH2:18][CH3:19])[O:20][c:21]2[cH:22][cH:23][cH:24][cH:25][cH:26]2)[cH:11][cH:12]1.[S:1]([Cl:2])(=[O:3])([Cl:4])=[O:5]>>[Cl:4][c:12]1[c:7]([OH:6])[cH:8][cH:9][c:10]([CH2:13][CH:14]([C:15](=[O:16])[O:17][CH2:18][CH3:19])[O:20][c:21]2[cH:22][cH:23][cH:24][cH:25][cH:26]2)[cH:11]1.